Task: describe an organic reaction: reactants, conditions, products, and yield. Dataset: the Open Reaction Database (ORD), a public repository of structured organic reaction records Reactants: C(#N)C1=NC=CC=C1 (2-cyanopyridine), CO (methanol), C(C)(=O)[O-].[NH4+] (ammonium acetate), [Cl-].[NH4+] (ammonium chloride). The solvent is O1CCCC1 (tetrahydrofuran), CN(C)C=O (DMF), C(C)(C)O (isopropanol), C(C)O (ethanol). The product is 4-amino-2-(2-pyridyl)pyrimidines, C(N)(=N)C1=NC=CC=C1 (2-amidinopyridine). RXN SMILES: [C:1]([C:3]1[CH:8]=[CH:7][CH:6]=[CH:5][N:4]=1)#[N:2].CO.C([O-])(=O)C.[NH4+:15].[Cl-].[NH4+]>O1CCCC1.CN(C=O)C.C(O)(C)C.C(O)C>[C:1]([C:3]1[CH:8]=[CH:7][CH:6]=[CH:5][N:4]=1)(=[NH:15])[NH2:2] |f:2.3,4.5|. Procedure: The novel 4-amino-2-(2-pyridyl)pyrimidines are prepared by methods known per se (J. Org. Chem.; 1967, 32, 1591). For that purpose, 2-cyanopyridine is reacted, in a suitable solvent, for example methanol, ethanol, isopropanol, DMF, tetrahydrofuran etc., with ammonium acetate or ammonium chloride at a temperature of from −10° C. to 100° C. over a period of from 1 hour to 24 hours to form the corresponding 2-amidinopyridine. The 2-amidinopyridine is then condensed with an appropriate β-keto ester u... Starting materials: COC=CC1CCCN(C(=O)OC(C)(C)C)C1, O=CO. Product: CC(C)(C)OC(=O)N1CCCC(CC=O)C1. RXN SMILES: [CH3:1][O:2][CH:3]=[CH:4][CH:5]1[CH2:6][N:7]([C:11](=[O:12])[O:13][C:14]([CH3:15])([CH3:16])[CH3:17])[CH2:8][CH2:9][CH2:10]1.[CH:18]([OH:19])=[O:20]>>[O:2]=[CH:3][CH2:4][CH:5]1[CH2:6][N:7]([C:11](=[O:12])[O:13][C:14]([CH3:15])([CH3:16])[CH3:17])[CH2:8][CH2:9][CH2:10]1. Product: BrCC1=C(C=CC=C1)B1OC(C(O1)(C)C)(C)C (2-[2-(Bromomethyl)phenyl]-4,4,5,5-tetramethyl-1,3,2-dioxaborolane). Run in C(C)#N (acetonitrile). As a reaction SMILES: [CH3:1][C:2]1([CH3:16])[C:6]([CH3:8])([CH3:7])[O:5][B:4]([C:9]2[CH:14]=[CH:13][CH:12]=[CH:11][C:10]=2[CH3:15])[O:3]1.[Br:17]N1C(=O)CCC1=O.CC(N=NC(C#N)(C)C)(C#N)C>C(#N)C>[Br:17][CH2:15][C:10]1[CH:11]=[CH:12][CH:13]=[CH:14][C:9]=1[B:4]1[O:3][C:2]([CH3:16])([CH3:1])[C:6]([CH3:7])([CH3:8])[O:5]1. The reactants are CC1(OB(OC1(C)C)C1=C(C=CC=C1)C)C (4,4,5,5-tetramethyl-2-(2-methylphenyl)-1,3,2-dioxaborolane), BrN1C(CCC1=O)=O (N-bromosuccinimide), CC(C)(C#N)N=NC(C)(C)C#N (AIBN). Reported procedure: A mixture of 32.3 g (148 mmol) of 4,4,5,5-tetramethyl-2-(2-methylphenyl)-1,3,2-dioxaborolane, 25.0 g (141 mmol) of N-bromosuccinimide, and 0.32 g (2.62 mmol) of AIBN was refluxed in 1000 ml of acetonitrile for 2 h. The mixture was then cooled to room temperature and then evaporated to dryness. The residue was dissolved in 500 ml of hexane. The formed precipitate was filtered on glass frit (G3), and the filtrate was evaporated to dryness to give yellowish crystalline powder. Yield 28.9 g (66%). A... Reactants: ClC1=NC=C(C(=O)O)C=C1 (6-chloronicotinic acid), N1(C=NC=C1)CC(CN)C (3-(1H-imidazol-1-yl)-2-methylpropanamine). Product: ClC1=CC=C(C=N1)C(=O)NCC(CN1C=NC=C1)C (6-Chloro-N-[3-(1H-imidazol-1-yl)-2-methylpropyl]-3-pyridinecarboxamide). RXN SMILES: [Cl:1][C:2]1[CH:10]=[CH:9][C:5]([C:6]([OH:8])=O)=[CH:4][N:3]=1.[N:11]1([CH2:16][CH:17]([CH3:20])[CH2:18][NH2:19])[CH:15]=[CH:14][N:13]=[CH:12]1>>[Cl:1][C:2]1[N:3]=[CH:4][C:5]([C:6]([NH:19][CH2:18][CH:17]([CH3:20])[CH2:16][N:11]2[CH:15]=[CH:14][N:13]=[CH:12]2)=[O:8])=[CH:9][CH:10]=1. Procedure: When 6-chloronicotinic acid was reacted with 3-(1H-imidazol-1-yl)-2-methylpropanamine by the procedure of Example 20, the compound of the Example was obtained, mp 102°-104° C. The reactants are O=C([O-])[O-], CSC(=N)NC(=O)OCc1ccccc1, CCO, Cl, [K+], [K+], CC(C)C(CCN)CC(O)C(CC1CCCCC1)NC(=O)C(Cc1c[nH]cn1)NC(=O)C(Cc1ccccc1)NC(=O)OC(C)(C)C. Yields the product CC(C)C(CCNC(=N)NC(=O)OCc1ccccc1)CC(O)C(CC1CCCCC1)NC(=O)C(Cc1c[nH]cn1)NC(=O)C(Cc1ccccc1)NC(=O)OC(C)(C)C. As a reaction SMILES: [C:64](=[O:65])([O-:66])[O-:67].[CH3:49][S:50][C:51](=[NH:52])[NH:53][C:54]([O:55][CH2:56][c:57]1[cH:58][cH:59][cH:60][cH:61][cH:62]1)=[O:63].[CH3:70][CH2:71][OH:72].[ClH:1].[K+:68].[K+:69].[NH2:2][CH2:3][CH2:4][CH:5]([CH2:6][CH:7]([CH:8]([CH2:9][CH:10]1[CH2:11][CH2:12][CH2:13][CH2:14][CH2:15]1)[NH:16][C:17](=[O:18])[CH:19]([CH2:20][c:21]1[n:22][cH:23][nH:24][cH:25]1)[NH:26][C:27](=[O:28])[CH:29]([CH2:30][c:31]1[cH:32][cH:33][cH:34][cH:35][cH:36]1)[NH:37][C:38]([O:39][C:40]([CH3:41])([CH3:42])[CH3:43])=[O:44])[OH:45])[CH:46]([CH3:47])[CH3:48]>>[NH:2]([CH2:3][CH2:4][CH:5]([CH2:6][CH:7]([CH:8]([CH2:9][CH:10]1[CH2:11][CH2:12][CH2:13][CH2:14][CH2:15]1)[NH:16][C:17](=[O:18])[CH:19]([CH2:20][c:21]1[n:22][cH:23][nH:24][cH:25]1)[NH:26][C:27](=[O:28])[CH:29]([CH2:30][c:31]1[cH:32][cH:33][cH:34][cH:35][cH:36]1)[NH:37][C:38]([O:39][C:40]([CH3:41])([CH3:42])[CH3:43])=[O:44])[OH:45])[CH:46]([CH3:47])[CH3:48])[C:51](=[NH:52])[NH:53][C:54]([O:55][CH2:56][c:57]1[cH:58][cH:59][cH:60][cH:61][cH:62]1)=[O:63]. Reactants: C(C1=CC=CC=C1)NC(=O)C1=C(N=C(S1)C1=CN=CO1)C (N-benzyl-4-methyl-2-(oxazol-5-yl)thiazole-5-carboxamide), C(CCC)[Li] (n-butyllithium), Tetrakis-(triphenylphosphine)palladium, [Br-].C(C1=CC=CC=C1)[Zn+] (benzylzinc bromide), II (iodine), [Cl-].[NH4+] (ammonium chloride). The solvent is O1CCCC1 (tetrahydrofuran). Conditions: time 30 minute. The product is C(C1=CC=CC=C1)NC(=O)C1=C(N=C(S1)C1=CN=C(O1)CC1=CC=CC=C1)C (N-benzyl-2-(2-benzyloxazol-5-yl)-4-methylthiazole-5-carboxamide). The yield is 5.0%. As a reaction SMILES: [CH2:1]([NH:8][C:9]([C:11]1[S:15][C:14]([C:16]2[O:20][CH:19]=[N:18][CH:17]=2)=[N:13][C:12]=1[CH3:21])=[O:10])[C:2]1[CH:7]=[CH:6][CH:5]=[CH:4][CH:3]=1.C([Li])CCC.II.[Br-].[CH2:30]([Zn+])[C:31]1[CH:36]=[CH:35][CH:34]=[CH:33][CH:32]=1.[Cl-].[NH4+]>O1CCCC1>[CH2:1]([NH:8][C:9]([C:11]1[S:15][C:14]([C:16]2[O:20][C:19]([CH2:30][C:31]3[CH:36]=[CH:35][CH:34]=[CH:33][CH:32]=3)=[N:18][CH:17]=2)=[N:13][C:12]=1[CH3:21])=[O:10])[C:2]1[CH:7]=[CH:6][CH:5]=[CH:4][CH:3]=1 |f:3.4,5.6|. Procedure details: To a solution of N-benzyl-4-methyl-2-(oxazol-5-yl)thiazole-5-carboxamide (0.20 g, 0.67 mmol) in tetrahydrofuran (20 mL) was added n-butyllithium (0.88 mL of 1.6 M solution in hexanes, 1.40 mmol) at −78° C. The reaction mixture was stirred for 30 minutes, and iodine (0.17 g, 0.67 mmol) was added. The reaction was slowly warmed to ambient temperature over 4 hours and stirred for another 18 hours. Tetrakis-(triphenylphosphine)palladium (0.04 g, 0.03 mmol) and benzylzinc bromide (2.5 mL of 0.5 M sol... Reactants: CCCCO, Clc1nc(Cl)c2[nH]cnc2n1, O=[N+]([O-])c1ccc2c(c1)CCN2. The product is O=[N+]([O-])c1ccc2c(c1)CCN2c1nc(Cl)nc2[nH]cnc12. RXN SMILES: [CH2:24]([OH:25])[CH2:26][CH2:27][CH3:28].[Cl:1][c:2]1[n:3][c:4]([Cl:11])[c:5]2[nH:6][cH:7][n:8][c:9]2[n:10]1.[N+:12](=[O:13])([O-:14])[c:15]1[cH:16][c:17]2[c:21]([cH:22][cH:23]1)[NH:20][CH2:19][CH2:18]2>>[Cl:1][c:2]1[n:3][c:4]([N:20]2[CH2:19][CH2:18][c:17]3[cH:16][c:15]([N+:12](=[O:13])[O-:14])[cH:23][cH:22][c:21]32)[c:5]2[n:6][cH:7][nH:8][c:9]2[n:10]1.